describe an organic reaction: reactants, conditions, products, and yield From a dataset of the Open Reaction Database (ORD), a public repository of structured organic reaction records. The reactants are ClC1=C(C=CC2=CC=CC=C12)OCC(C)(N)C (1-[(1-chloronaphthalen-2-yl)oxy]-2-methylpropan-2-amine), N1=C(C=CC=C1)C=O (pyridine-2 carbaldehyde). Product: ClC1=C(C=CC2=CC=CC=C12)OCC(C)(NCC1=NC=CC=C1)C (1-[(1-chloronaphthalen-2-yl)oxy]-2-methyl-N-(pyridin-2-ylmethyl)propan-2-amine). Isolated yield 34.0%. As a reaction SMILES: [Cl:1][C:2]1[C:11]2[C:6](=[CH:7][CH:8]=[CH:9][CH:10]=2)[CH:5]=[CH:4][C:3]=1[O:12][CH2:13][C:14]([CH3:17])([NH2:16])[CH3:15].[N:18]1[CH:23]=[CH:22][CH:21]=[CH:20][C:19]=1[CH:24]=O>>[Cl:1][C:2]1[C:11]2[C:6](=[CH:7][CH:8]=[CH:9][CH:10]=2)[CH:5]=[CH:4][C:3]=1[O:12][CH2:13][C:14]([CH3:17])([NH:16][CH2:24][C:19]1[CH:20]=[CH:21][CH:22]=[CH:23][N:18]=1)[CH3:15]. Reported procedure: Prepared from 1-[(1-chloronaphthalen-2-yl)oxy]-2-methylpropan-2-amine and pyridine-2 carbaldehyde in 34% yield as a colourless oil. Starting materials: C1(=CC=CC=C1)[S-].[Na+] (Sodium thiophenolate), ClC1=C(C=C(C=C1)CC)[N+](=O)[O-] (1-Chloro-4-ethyl-2-nitro-benzene), ClC1=C(C=C(C=C1)C)[N+](=O)[O-] (4-chloro-3-nitrotoluene). Product: C(C)C1=CC(=C(C=C1)SC1=CC=CC=C1)[N+](=O)[O-] (4-Ethyl-2-nitro-1-phenylsulfanyl-benzene). Reaction SMILES: [C:1]1([S-:7])[CH:6]=[CH:5][CH:4]=[CH:3][CH:2]=1.[Na+].Cl[C:10]1[CH:15]=[CH:14][C:13]([CH2:16][CH3:17])=[CH:12][C:11]=1[N+:18]([O-:20])=[O:19].ClC1C=CC(C)=CC=1[N+]([O-])=O>>[CH2:16]([C:13]1[CH:14]=[CH:15][C:10]([S:7][C:1]2[CH:6]=[CH:5][CH:4]=[CH:3][CH:2]=2)=[C:11]([N+:18]([O-:20])=[O:19])[CH:12]=1)[CH3:17] |f:0.1|. Procedure: Sodium thiophenolate was reacted with 1-Chloro-4-ethyl-2-nitro-benzene according to the procedure from Example 5H substituting 1-Chloro-4-ethyl-2-nitro-benzene for 4-chloro-3-nitrotoluene to provide 4-Ethyl-2-nitro-1-phenylsulfanyl-benzene which was reduced according to the procedure from Example 5I to provide the title compound. Reactants: CS(C)=O, Cc1cc(O)c2c(c1)OC(C)(C)C1=C2CCCC1, ClCC1CO1, [Na+], [OH-], O. Product: Cc1cc(OCC2CO2)c2c(c1)OC(C)(C)C1=C2CCCC1. As a reaction SMILES: [CH3:26][S:27]([CH3:28])=[O:29].[CH3:3][c:4]1[cH:5][c:6]([OH:20])[c:7]2[c:8]([cH:19]1)[O:9][C:10]([CH3:17])([CH3:18])[C:11]1=[C:12]2[CH2:13][CH2:14][CH2:15][CH2:16]1.[Cl:21][CH2:22][CH:23]1[CH2:24][O:25]1.[Na+:2].[OH-:1].[OH2:30]>>[CH3:3][c:4]1[cH:5][c:6]([O:20][CH2:22][CH:23]2[CH2:24][O:25]2)[c:7]2[c:8]([cH:19]1)[O:9][C:10]([CH3:17])([CH3:18])[C:11]1=[C:12]2[CH2:13][CH2:14][CH2:15][CH2:16]1.